The task is: describe an organic reaction: reactants, conditions, products, and yield. This data is from the Open Reaction Database (ORD), a public repository of structured organic reaction records. Starting materials: COC(C(C(=O)C)=NOCCC)=O (2-(n-propoxyimino)acetoacetic acid methyl ester), S(=O)(=O)(Cl)Cl (sulfuryl chloride), ice water. The solvent is C(C)(=O)O (acetic acid). Conditions: temperature 40 celsius, time 10 minute. The product is COC(C(C(=O)CCl)=NOCCC)=O (4-chloro-2-(n-propoxyimino)acetoacetic acid methyl ester). The yield is 93.6%. RXN SMILES: [CH3:1][O:2][C:3](=[O:13])[C:4](=[N:8][O:9][CH2:10][CH2:11][CH3:12])[C:5]([CH3:7])=[O:6].S(Cl)([Cl:17])(=O)=O>C(O)(=O)C>[CH3:1][O:2][C:3](=[O:13])[C:4](=[N:8][O:9][CH2:10][CH2:11][CH3:12])[C:5]([CH2:7][Cl:17])=[O:6]. Procedure: To a solution of 7.4 g of 2-(n-propoxyimino)acetoacetic acid methyl ester in 7.4 ml of acetic acid is added 5.5 g of sulfuryl chloride, and the mixture is stirred for 10 minutes at 40° C., then for 6 hours at room temperature. The reaction solution is poured into 100 ml of ice-water, and subjected to extraction twice with chloroform. The extract is washed with an aqueous solution of sodium chloride, and aqueous solution of sodium bicarbonate and water in this order, and dried over anhydrous sodi... Starting materials: [Al+3], COc1ccc(CN2CCN(CCC(=O)c3nc(-c4ccc(C(F)(F)F)cc4)n(C)c3C)CC2)c(OC)c1OC, [H-], [H-], [H-], [H-], [Li+], C1CCOC1. Product: COc1ccc(CN2CCN(CCCc3nc(-c4ccc(C(F)(F)F)cc4)n(C)c3C)CC2)c(OC)c1OC. RXN SMILES: [Al+3:2].[CH3:7][O:8][c:9]1[c:10]([CH2:19][N:20]2[CH2:21][CH2:22][N:23]([CH2:26][CH2:27][C:28](=[O:29])[c:30]3[n:31][c:32](-[c:37]4[cH:38][cH:39][c:40]([C:43]([F:44])([F:45])[F:46])[cH:41][cH:42]4)[n:33]([CH3:36])[c:34]3[CH3:35])[CH2:24][CH2:25]2)[cH:11][cH:12][c:13]([O:17][CH3:18])[c:14]1[O:15][CH3:16].[H-:1].[H-:4].[H-:5].[H-:6].[Li+:3].[O:47]1[CH2:48][CH2:49][CH2:50][CH2:51]1>>[CH3:7][O:8][c:9]1[c:10]([CH2:19][N:20]2[CH2:21][CH2:22][N:23]([CH2:26][CH2:27][CH2:28][c:30]3[n:31][c:32](-[c:37]4[cH:38][cH:39][c:40]([C:43]([F:44])([F:45])[F:46])[cH:41][cH:42]4)[n:33]([CH3:36])[c:34]3[CH3:35])[CH2:24][CH2:25]2)[cH:11][cH:12][c:13]([O:17][CH3:18])[c:14]1[O:15][CH3:16]. Reactants: COC1=CC=C(C=C1)C1=NC=C(N=C1)C#C[Si](C)(C)C (2-(4-methoxyphenyl)-5-((trimethylsilyl)ethynyl)pyrazine), CCCC[N+](CCCC)(CCCC)CCCC.[F-] (TBAF). The solvent is C(Cl)Cl (DCM). Reaction conditions: time 30 minute. Product: C(#C)C1=NC=C(N=C1)C1=CC=C(C=C1)OC (2-Ethynyl-5-(4-methoxyphenyl)pyrazine). RXN SMILES: [CH3:1][O:2][C:3]1[CH:8]=[CH:7][C:6]([C:9]2[CH:14]=[N:13][C:12]([C:15]#[C:16][Si](C)(C)C)=[CH:11][N:10]=2)=[CH:5][CH:4]=1.CCCC[N+](CCCC)(CCCC)CCCC.[F-]>C(Cl)Cl>[C:15]([C:12]1[CH:11]=[N:10][C:9]([C:6]2[CH:7]=[CH:8][C:3]([O:2][CH3:1])=[CH:4][CH:5]=2)=[CH:14][N:13]=1)#[CH:16] |f:1.2|. Reported procedure: To 2.00 g (7.08 mmol) 2-(4-methoxyphenyl)-5-((trimethylsilyl)ethynyl)pyrazine in 50 mL DCM are added 2.08 g (7.44 mmol) TBAF*H2O and the reaction mixture is stirred at r.t. for 30 min. The mixture is washed with 50 mL water (3×) and the organic layer is dried with MgSO4 and the solvent is removed in vacuo. The crude product is purified by column chromatography (silica gel, PE/EtOAc 100/0→80/20). Reactants: BrB(Br)Br, ClCCl, ClCCl, CCOC(=O)c1cc2ccc(OC)cc2s1. The product is CCOC(=O)c1cc2ccc(O)cc2s1. RXN SMILES: [B:20]([Br:21])([Br:22])[Br:23].[CH2:17]([Cl:18])[Cl:19].[CH2:24]([Cl:25])[Cl:26].[CH3:1][O:2][c:3]1[cH:4][c:5]2[c:6]([cH:7][c:8]([C:10](=[O:11])[O:12][CH2:13][CH3:14])[s:9]2)[cH:15][cH:16]1>>[OH:2][c:3]1[cH:4][c:5]2[c:6]([cH:7][c:8]([C:10](=[O:11])[O:12][CH2:13][CH3:14])[s:9]2)[cH:15][cH:16]1. The reactants are NC1=C(C(=O)NC2=CC=NC=C2)C=C(C=N1)Br (2-amino-5-bromo-N-pyridin-4-yl-nicotinamide), C(C)(C)(C)C1=C(C=CC=C1S(N)(=O)=O)B(O)O (2-tert.-butyl-sulfamoyl-benzeneboronic acid). Product: NC1=C(C(=O)NC2=CC=NC=C2)C=C(C=N1)C1=C(C=CC=C1)S(NC(C)(C)C)(=O)=O (2-Amino-5-(2-tert-butylsulfamoyl-phenyl)-N-pyridin-4-yl-nicotinamide). Reaction SMILES: [NH2:1][C:2]1[N:16]=[CH:15][C:14](Br)=[CH:13][C:3]=1[C:4]([NH:6][C:7]1[CH:12]=[CH:11][N:10]=[CH:9][CH:8]=1)=[O:5].C([C:22]1[C:27]([S:28](=[O:31])(=[O:30])[NH2:29])=[CH:26][CH:25]=[CH:24][C:23]=1B(O)O)(C)(C)C>>[NH2:1][C:2]1[N:16]=[CH:15][C:14]([C:22]2[CH:23]=[CH:24][CH:25]=[CH:26][C:27]=2[S:28](=[O:30])(=[O:31])[NH:29][C:3]([CH3:13])([CH3:4])[CH3:2])=[CH:13][C:3]=1[C:4]([NH:6][C:7]1[CH:12]=[CH:11][N:10]=[CH:9][CH:8]=1)=[O:5]. Procedure details: Reaction of 2-amino-5-bromo-N-pyridin-4-yl-nicotinamide with 2-tert.-butyl-sulfamoyl-benzeneboronic acid gives “A64”; method 1: HPLC/MS: 1.41 min, [M+H]=426; Starting materials: CN(C)CCN(CCc1ccccc1)C(=O)NC(COCc1ccccc1)Cc1ccccc1, CCO, [H][H]. Product: CN(C)CCN(CCc1ccccc1)C(=O)NC(CO)Cc1ccccc1. RXN SMILES: [CH2:1]([c:2]1[cH:3][cH:4][cH:5][cH:6][cH:7]1)[CH:8]([CH2:9][O:10][CH2:11][c:12]1[cH:13][cH:14][cH:15][cH:16][cH:17]1)[NH:18][C:19](=[O:20])[N:21]([CH2:22][CH2:23][c:24]1[cH:25][cH:26][cH:27][cH:28][cH:29]1)[CH2:30][CH2:31][N:32]([CH3:33])[CH3:34].[CH3:37][CH2:38][OH:39].[H:35][H:36]>>[CH2:1]([c:2]1[cH:3][cH:4][cH:5][cH:6][cH:7]1)[CH:8]([CH2:9][OH:10])[NH:18][C:19](=[O:20])[N:21]([CH2:22][CH2:23][c:24]1[cH:25][cH:26][cH:27][cH:28][cH:29]1)[CH2:30][CH2:31][N:32]([CH3:33])[CH3:34]. Reactants: C(CC)N1C(=NC2=C1C=CC(=C2)C#N)CCl (1-n-Propyl-2-chloromethyl-5-cyanobenzimidazole), [I-].[Na+] (sodium iodide), [H-].[Na+] (sodium hydride), FC1=NC(=CC=C1)C=1NC=CN1 (2-Fluoro-6-(1H-imidazol-2-yl)-pyridine). Solvent: CN(C)C=O (DMF), CN(C)C=O (DMF), CN(C)C=O (DMF), O (water). Reaction conditions: time 5 minute. The product is C(CC)N1C(=NC2=C1C=CC(=C2)C#N)CN2C(=NC=C2)C2=CC=CC(=N2)F (1-Propyl-2-{[2-(2-fluoropyrid-6-yl)-1H-imidazol-1-yl]methyl}-5-cyano-1H-benzimidazole). Reaction SMILES: [H-].[Na+].[F:3][C:4]1[CH:9]=[CH:8][CH:7]=[C:6]([C:10]2[NH:11][CH:12]=[CH:13][N:14]=2)[N:5]=1.[CH2:15]([N:18]1[C:22]2[CH:23]=[CH:24][C:25]([C:27]#[N:28])=[CH:26][C:21]=2[N:20]=[C:19]1[CH2:29]Cl)[CH2:16][CH3:17].[I-].[Na+]>CN(C=O)C.O>[CH2:15]([N:18]1[C:22]2[CH:23]=[CH:24][C:25]([C:27]#[N:28])=[CH:26][C:21]=2[N:20]=[C:19]1[CH2:29][N:11]1[CH:12]=[CH:13][N:14]=[C:10]1[C:6]1[N:5]=[C:4]([F:3])[CH:9]=[CH:8][CH:7]=1)[CH2:16][CH3:17] |f:0.1,4.5|. Procedure: To a stirring suspension of sodium hydride (2.25 g of 60% in oil) in DMF (10 mL) at 0° a solution of 2-Fluoro-6-(1H-imidazol-2-yl)-pyridine (7.7 9, 47.2 mmol) in DMF (20 mL) is added. After stirring for 5 minutes, a solution of 1-n-Propyl-2-chloromethyl-5-cyanobenzimidazole (11 g, 47.2 mmol) and sodium iodide (20 mg) in DMF (80 mL) is added. The reaction mixture is stirred for 6 h, gradually warmed to room temperature. The reaction mixture is cooled, water added, the solid collected, rinsed with... Starting materials: C(C)OC1=C(C2=C(OCO2)C=C1)C=1C2=C(N=CN1)C(=CN2)C(=O)O (4-(5-ethoxy-benzo[1,3]dioxol-4-yl)-5H-pyrrolo[3,2-d]pyrimidine-7-carboxylic acid), C(C)(C)(C)OC(=O)N1CCC(CC1)N (4-amino-piperidine-1-carboxylic acid tert-butyl ester). Yields the product C(C)(C)(C)OC(=O)N1CCC(CC1)NC(=O)C1=CNC2=C1N=CN=C2C2=C(C=CC=1OCOC12)OCC (4-{[4-(5-Ethoxy-benzo[1,3]dioxol-4-yl)-5H-pyrrolo[3,2-d]pyrimidine-7-carbonyl]-amino}-piperidine-1-carboxylic acid tert-butyl ester). RXN SMILES: [CH2:1]([O:3][C:4]1[CH:12]=[CH:11][C:7]2[O:8][CH2:9][O:10][C:6]=2[C:5]=1[C:13]1[C:14]2[NH:21][CH:20]=[C:19]([C:22](O)=[O:23])[C:15]=2[N:16]=[CH:17][N:18]=1)[CH3:2].[C:25]([O:29][C:30]([N:32]1[CH2:37][CH2:36][CH:35]([NH2:38])[CH2:34][CH2:33]1)=[O:31])([CH3:28])([CH3:27])[CH3:26]>>[C:25]([O:29][C:30]([N:32]1[CH2:37][CH2:36][CH:35]([NH:38][C:22]([C:19]2[C:15]3[N:16]=[CH:17][N:18]=[C:13]([C:5]4[C:6]5[O:10][CH2:9][O:8][C:7]=5[CH:11]=[CH:12][C:4]=4[O:3][CH2:1][CH3:2])[C:14]=3[NH:21][CH:20]=2)=[O:23])[CH2:34][CH2:33]1)=[O:31])([CH3:28])([CH3:26])[CH3:27]. Reported procedure: Starting from 4-(5-ethoxy-benzo[1,3]dioxol-4-yl)-5H-pyrrolo[3,2-d]pyrimidine-7-carboxylic acid (example A69) and commercially available 4-amino-piperidine-1-carboxylic acid tert-butyl ester the title compound was obtained as colorless solid. Starting materials: N(=NC(=O)N1CCCCC1)C(=O)N1CCCCC1 (1,1′-(Azodicarbonyl)dipiperidine), BrC=1C=C(C=C(C1)Br)O (3,5-Dibromophenol), C1(CCCC1)CO (cyclopentane-methanol), C(CCC)P(CCCC)CCCC (tributylphosphine). Run in C1CCOC1 (THF), C1CCOC1 (THF). Conditions: time 16 hour. Product: BrC1=CC(=CC(=C1)OCC1CCCC1)Br (1,3-Dibromo-5-cyclopentylmethoxy-benzene). As a reaction SMILES: [Br:1][C:2]1[CH:3]=[C:4]([OH:9])[CH:5]=[C:6]([Br:8])[CH:7]=1.[CH:10]1([CH2:15]O)[CH2:14][CH2:13][CH2:12][CH2:11]1.C(P(CCCC)CCCC)CCC.N(C(N1CCCCC1)=O)=NC(N1CCCCC1)=O>C1COCC1>[Br:1][C:2]1[CH:3]=[C:4]([O:9][CH2:15][CH:10]2[CH2:14][CH2:13][CH2:12][CH2:11]2)[CH:5]=[C:6]([Br:8])[CH:7]=1. Reported procedure: 3,5-Dibromophenol (5.0 g; 19.8 mmol), cyclopentane-methanol (2.0 g; 19.9 mmol) and tributylphosphine (8.8 mL; 35.7 mmol) were dissolved in dry THF (250 mL) in a dried reaction flask under an atmosphere of nitrogen. 1,1′-(Azodicarbonyl)dipiperidine (9.01 g; 35.7 mmol) dissolved in dry THF (150 mL) was added to the reaction mixture, which was stirred at room temperature for 16 hours. The reaction mixture was filtered, evaporated to dryness and purified by flash chromatography (heptane→ethyl acetat... Starting materials: FC(C(=O)O)(F)F (trifluoroacetic acid), C(C)(C)(C)OC(=O)NC1=C(C=CC=C1)C1=CC=2C3=C(C(NC2C=C1)=O)NC=C3.C(C)C(=O)[O-] (8-(2-tert-butoxycarbonylaminophenyl)-4-oxo-4,5-dihydro-3H-pyrrolo[2,3-c]quinoline 1-ethyl carboxylate). Run in ClC(C)Cl (dichloroethane). Reaction conditions: time 30 minute. Yields the product NC1=C(C=CC=C1)C1=CC=2C3=C(C(NC2C=C1)=O)NC=C3.C(C)C(=O)[O-] (8-(2-aminophenyl)-4-oxo-4,5-dihydro-3H-pyrrolo[2,3-c]quinoline 1-ethyl carboxylate). Isolated yield 45.7%. Reaction SMILES: FC(F)(F)C(O)=O.C(OC([NH:15][C:16]1[CH:21]=[CH:20][CH:19]=[CH:18][C:17]=1[C:22]1[CH:31]=[CH:30][C:29]2[NH:28][C:27](=[O:32])[C:26]3[NH:33][CH:34]=[CH:35][C:25]=3[C:24]=2[CH:23]=1)=O)(C)(C)C.[CH2:36]([C:38]([O-:40])=[O:39])[CH3:37]>ClC(Cl)C>[NH2:15][C:16]1[CH:21]=[CH:20][CH:19]=[CH:18][C:17]=1[C:22]1[CH:31]=[CH:30][C:29]2[NH:28][C:27](=[O:32])[C:26]3[NH:33][CH:34]=[CH:35][C:25]=3[C:24]=2[CH:23]=1.[CH2:36]([C:38]([O-:40])=[O:39])[CH3:37] |f:1.2,4.5|. Procedure details: 0.5 mL of trifluoroacetic acid is added to a solution of 100 mg (0.22 mmol) of 8-(2-tert-butoxycarbonylaminophenyl)-4-oxo-4,5-dihydro-3H-pyrrolo[2,3-c]quinoline-1-ethyl carboxylate dissolved in 2 mL of dichloroethane. The solution is stirred at room temperature for 30 minutes then the solvents are evaporated. The residue is triturated with diisopropyl ether then the solid is filtered and washed with dichloromethane. It is taken up in 2 mL of dichloromethane then triethylamine is added to release...